Dataset: the Open Reaction Database (ORD), a public repository of structured organic reaction records. Task: describe an organic reaction: reactants, conditions, products, and yield Reactants: C([O-])(O)=O.[Na+] (sodium bicarbonate), [N+](=O)(O)[O-] (nitric acid), FC(S(=O)(=O)O)(F)F (trifluoromethanesulfonic acid), CC1(OC(C2=C1[N+](=C(N=N2)C2=CC=CC=C2)[O-])(C)C)C (5,7-dihydro-5,5,7,7-tetramethyl-3-phenylfuro [3,4-e]-as-triazine-4-oxide). Solvent: C(Cl)Cl (methylene chloride), C(Cl)Cl (methylene chloride). Conditions: temperature 25 celsius, time 1 hour. The product is CC1(OC(C2=C1[N+](=C(N=N2)C2=CC(=CC=C2)[N+](=O)[O-])[O-])(C)C)C (5,7-dihydro-5,5,7,7-tetramethyl-3-(m-nitrophenyl)-furo[3,4-e]-as-triazine-4-oxide). Reaction SMILES: [N+:1]([O-:4])(O)=[O:2].FC(F)(F)S(O)(=O)=O.[CH3:13][C:14]1([CH3:32])[C:18]2[N+:19]([O-:29])=[C:20]([C:23]3[CH:28]=[CH:27][CH:26]=[CH:25][CH:24]=3)[N:21]=[N:22][C:17]=2[C:16]([CH3:31])([CH3:30])[O:15]1.C(=O)(O)[O-].[Na+]>C(Cl)Cl>[CH3:13][C:14]1([CH3:32])[C:18]2[N+:19]([O-:29])=[C:20]([C:23]3[CH:28]=[CH:27][CH:26]=[C:25]([N+:1]([O-:4])=[O:2])[CH:24]=3)[N:21]=[N:22][C:17]=2[C:16]([CH3:31])([CH3:30])[O:15]1 |f:3.4|. Reported procedure: To a mixture of 0.2 ml (0.005 mole) of fuming nitric acid and 1.5 grams (0.01 mole) of trifluoromethanesulfonic acid in 15 ml. anhydrous methylene chloride, after allowing the resulting mixture to be stirred for 1 hour at 25°C., there is added dropwise maintaining the temperature at -30°C., 0.542 grams (0.002 mole) of 5,7-dihydro-5,5,7,7-tetramethyl-3-phenylfuro [3,4-e]-as-triazine-4-oxide in 15 ml. of anhydrous methylene chloride. The resulting heterogeneous mixture is stirred at 25°C. for 72 h... Reaction conditions: time 4 hour. Solvent: C(C)(=O)OCC (ethyl acetate), C(C)(=O)OCC (ethyl acetate). Starting materials: C(C)OC([C@H](NC([C@H](NC(=O)OC(C)(C)C)CC1=CC=CC=C1)=O)CSC)=O (N-tert-butoxycarbonyl-D-phenylalanyl-S-methyl-D-cysteine ethyl ester), Cl (hydrogen chloride). The yield is 30.3%. The product is C(C1=CC=CC=C1)[C@@H]1C(N[C@@H](C(N1)=O)CSC)=O ((3R,6S)-3-benzyl-6-methylthiomethylpiperazine-2,5-dione). RXN SMILES: C(OC(=O)[C@@H:5]([CH2:25][S:26][CH3:27])[NH:6][C:7](=[O:24])[C@@H:8]([CH2:17][C:18]1[CH:23]=[CH:22][CH:21]=[CH:20][CH:19]=1)[NH:9][C:10](OC(C)(C)C)=[O:11])C.Cl>C(OCC)(=O)C>[CH2:17]([C@H:8]1[NH:9][C:10](=[O:11])[C@@H:5]([CH2:25][S:26][CH3:27])[NH:6][C:7]1=[O:24])[C:18]1[CH:23]=[CH:22][CH:21]=[CH:20][CH:19]=1. Reported procedure: A mixture of N-tert-butoxycarbonyl-D-phenylalanyl-S-methyl-D-cysteine ethyl ester (0.41 g), ethyl acetate (10 ml), and saturated solution of hydrogen chloride in ethyl acetate (10 ml) was stirred for 4 hours at room temperature. After removal of the solvent, the residue was dissolved in ethanol (10 ml) and saturated ammonia in ethanol (10 ml) was added to the solution. The resulting mixture was stirred for 17 hours at room temperature and the solvent was evaporated off. Recrystallization from ac... Reactants: N1N=C(C2=CC=CC=C12)/C=C/C1=C(C=CC=C1)NC(C1=CC=C(C=C1)[N+](=O)[O-])=O ((E)-N-{2-[2-(1H-indazol-3-yl)vinyl]phenyl}-4-nitrobenzamide), [Cl-].[NH4+] (ammonium chloride), C(C)O (ethanol). The reagents and catalysts are [Fe] (iron). The solvent is O (water). Run at temperature 50 celsius, time 1 hour. The product is NC1=CC=C(C(=O)NC2=C(C=CC=C2)\C=C\C2=NNC3=CC=CC=C23)C=C1 ((E)-4-amino-N-{2-[2-(1H-indazol-3-yl)vinyl]phenyl}benzamide). Isolated yield 32.6%. Reaction SMILES: [NH:1]1[C:9]2[C:4](=[CH:5][CH:6]=[CH:7][CH:8]=2)[C:3](/[CH:10]=[CH:11]/[C:12]2[CH:17]=[CH:16][CH:15]=[CH:14][C:13]=2[NH:18][C:19](=[O:29])[C:20]2[CH:25]=[CH:24][C:23]([N+:26]([O-])=O)=[CH:22][CH:21]=2)=[N:2]1.[Cl-].[NH4+].C(O)C>[Fe].O>[NH2:26][C:23]1[CH:22]=[CH:21][C:20]([C:19]([NH:18][C:13]2[CH:14]=[CH:15][CH:16]=[CH:17][C:12]=2/[CH:11]=[CH:10]/[C:3]2[C:4]3[C:9](=[CH:8][CH:7]=[CH:6][CH:5]=3)[NH:1][N:2]=2)=[O:29])=[CH:25][CH:24]=1 |f:1.2|. Procedure: Compound 65 (60 mg, 0.13 mmol), iron powder (436 mg, 7.80 mmol) and ammonium chloride (42 mg, 0.78 mmol) were added with ethanol (1.0 mL) and water (1.0 mL) at room temperature, stirred at 50° C. for 1 hour and then the reaction mixture was filtered through Celite. The filtrate was extracted with ethyl acetate and the organic layer was sequentially washed with water and saturated brine, dried over anhydrous magnesium sulfate and the solvent was evaporated under reduced pressure. The residue was ... Reactants: CS(C)=O, Fc1ccc(Sc2ccccc2)c(CCl)c1, N#C[Na]. The product is N#CCc1cc(F)ccc1Sc1ccccc1. As a reaction SMILES: [CH3:20][S:21](=[O:22])[CH3:23].[F:4][c:5]1[cH:6][c:7]([CH2:8][Cl:9])[c:10]([S:13][c:14]2[cH:15][cH:16][cH:17][cH:18][cH:19]2)[cH:11][cH:12]1.[Na:1][C:2]#[N:3]>>[C:2](#[N:3])[CH2:8][c:7]1[cH:6][c:5]([F:4])[cH:12][cH:11][c:10]1[S:13][c:14]1[cH:15][cH:16][cH:17][cH:18][cH:19]1. Reactants: ClC1=C(C=C(C(=C1Cl)Cl)Cl)[N+](=O)[O-] (2,3,4,5-tetrachloro-1-nitro-benzene), C1(=CC=CC=C1)O (phenol), C([O-])([O-])=O.[K+].[K+] (potassium carbonate). Run in [OH-].[Na+] (sodium hydroxide). Conditions: temperature 160 celsius. Product: ClC1=C(C(=CC(=C1OC1=CC=CC=C1)[N+](=O)[O-])Cl)OC1=CC=CC=C1 (2,6-Dichloro-4-nitro-1,3-diphenoxy-benzene). RXN SMILES: Cl[C:2]1[C:7]([Cl:8])=[C:6](Cl)[C:5]([Cl:10])=[CH:4][C:3]=1[N+:11]([O-:13])=[O:12].[C:14]1([OH:20])[CH:19]=[CH:18][CH:17]=[CH:16][CH:15]=1.[C:21](=[O:24])([O-])[O-].[K+].[K+]>[OH-].[Na+]>[Cl:8][C:7]1[C:2]([O:20][C:14]2[CH:19]=[CH:18][CH:17]=[CH:16][CH:15]=2)=[C:3]([N+:11]([O-:13])=[O:12])[CH:4]=[C:5]([Cl:10])[C:6]=1[O:24][C:21]1[CH:6]=[CH:7][CH:2]=[CH:3][CH:4]=1 |f:2.3.4,5.6|. Procedure: A mixture of 52.4 gm of 2,3,4,5-tetrachloro-1-nitro-benzene, 122 gm of phenol and 60 gm of potassium carbonate was heated for 11/2 hours at 160° C. Thereafter, the still hot reaction mixture was stirred into 1.2 liters of 2 N sodium hydroxide, and the precipitated product was collected by suction filtration and recrystallized from 300 ml of ethyl acetate. 70.5 gm (93.8% of theory) of the title compound, m.p. 164° C., were obtained. Run in CCOCC (ether), C(C)OCC (diethyl ether). As a reaction SMILES: [CH3:1][C:2]([C:4]1[C:13]2[C:8](=[CH:9][CH:10]=[CH:11][CH:12]=2)[CH:7]=[CH:6][CH:5]=1)=[O:3].[CH3:14][Li]>C(OCC)C>[OH:3][C:2]([C:4]1[C:13]2[C:8](=[CH:9][CH:10]=[CH:11][CH:12]=2)[CH:7]=[CH:6][CH:5]=1)([CH3:14])[CH3:1]. Starting materials: C[Li] (methyllithium), CC(=O)C1=CC=CC2=CC=CC=C21 (1-acetonaphthone), C[Li] (methyllithium), ketone, crystals. Procedure: A 10 ml (65.8 mmole) quantity of 1-acetonaphthone was dissolved in 150 ml of diethyl ether in a 500 ml, two neck, round bottom flask equipped with a pressure equalizing dropping finnel and fitted with a rubber septum and a protected reflux condenser. A 138 ml (98 mmole) quantity of 1.4 M methyllithium in ether (Aldrich) was transferred to the fiumel by use of a cannula and nitrogen pressure. This was slowly added to the stirred ketone over a 20 minute period. A light green color indicated an exc... Product: OC(C)(C)C1=CC=CC2=CC=CC=C12 (1-(1-Hydroxy-1-methylethyl)naphthalene). Starting materials: [Cr](=O)(=O)([O-])Cl.[NH+]1=CC=CC=C1 (pyridinium chlorochromate), FC(CCC(CCC(F)(F)F)O)(F)F (1,1,1,7,7,7-Hexafluoroheptan-4-ol), [Cr](=O)(=O)([O-])Cl.[NH+]1=CC=CC=C1 (PCC). Solvent: C(Cl)Cl (CH2Cl2). Reaction conditions: time 4 hour. Yields the product FC(CCC(CCC(F)(F)F)=O)(F)F (1,1,1,7,7,7-Hexafluoroheptan-4-one). Reaction SMILES: [F:1][C:2]([F:14])([F:13])[CH2:3][CH2:4][CH:5]([OH:12])[CH2:6][CH2:7][C:8]([F:11])([F:10])[F:9].[Cr](Cl)([O-])(=O)=O.[NH+]1C=CC=CC=1>C(Cl)Cl>[F:1][C:2]([F:13])([F:14])[CH2:3][CH2:4][C:5](=[O:12])[CH2:6][CH2:7][C:8]([F:10])([F:11])[F:9] |f:1.2|. Procedure details: 1,1,1,7,7,7-Hexafluoroheptan-4-ol (1.4 g, 6.25 mmol) was dissolved in CH2Cl2 (12 mL) and pyridinium chlorochromate (PCC) (1.48 g, 6.87 mmol) was added. The mixture was stirred for 4 h. Additional PCC (800 mg) was added and the mixture stirred for 1 h. The mixture was filtered through celite and silica, washing with DCM. The resulting pale yellow solution was evaporated at room temperature to afford the title compound. Reactants: CC1(CNC(O1)=O)C1=CC(=C(C=C1)OC)OCC1CC1 (5-methyl-5-(3-cyclopropylmethoxy-4-methoxyphenyl)-2-oxazolidinone), [OH-].[K+] (potassium hydroxide), CI (methyl iodide). Run in O1CCCC1 (tetrahydrofuran). Product: C1(CC1)COC=1C=C(C=CC1OC)C1(CN(C(O1)=O)C)C (5-(3-cyclopropylmethoxy-4-methoxyphenyl)-3,5-dimethyl-2-oxazolidinone). Yield: 40.4%. As a reaction SMILES: [CH3:1][C:2]1([C:8]2[CH:13]=[CH:12][C:11]([O:14][CH3:15])=[C:10]([O:16][CH2:17][CH:18]3[CH2:20][CH2:19]3)[CH:9]=2)[O:6][C:5](=[O:7])[NH:4][CH2:3]1.[OH-].[K+].[CH3:23]I>O1CCCC1>[CH:18]1([CH2:17][O:16][C:10]2[CH:9]=[C:8]([C:2]3([CH3:1])[O:6][C:5](=[O:7])[N:4]([CH3:23])[CH2:3]3)[CH:13]=[CH:12][C:11]=2[O:14][CH3:15])[CH2:20][CH2:19]1 |f:1.2|. Procedure details: 500 mg (1.8 mmol) of 5-methyl-5-(3-cyclopropylmethoxy-4-methoxyphenyl)-2-oxazolidinone, 113 mg (2.0 mmol) of potassium hydroxide, and 0.15 ml (2.2 mmol) of methyl iodide were stirred in 4 ml of tetrahydrofuran for 4 hours at room temperature. The reaction mixture was filtered, the filtrate combined with 30 ml of water and then extracted with ethyl acetate. The ethyl acetate phase was washed with water, dried over sodium sulfate, filtered, and concentrated (390 mg of a yellow oil). By PSC separat...